This data is from the Open Reaction Database (ORD), a public repository of structured organic reaction records. The task is: describe an organic reaction: reactants, conditions, products, and yield The reactants are C1COCCN1, ClCCCl, CCOc1cc2[nH]c(-c3n[nH]cc3NC(=O)c3c(F)cccc3F)nc2cc1C(=O)O, CN(C)C=O, On1nnc2ccccc21. The product is CCOc1cc2[nH]c(-c3n[nH]cc3NC(=O)c3c(F)cccc3F)nc2cc1C(=O)N1CCOCC1. RXN SMILES: [CH2:32]1[CH2:33][O:34][CH2:35][CH2:36][NH:37]1.[CH2:38]([Cl:39])[CH2:40][Cl:41].[F:1][c:2]1[c:3]([C:4](=[O:5])[NH:6][c:7]2[c:8](-[c:12]3[n:13][c:14]4[c:15]([nH:16]3)[cH:17][c:18]([O:24][CH2:25][CH3:26])[c:19]([C:21](=[O:22])[OH:23])[cH:20]4)[n:9][nH:10][cH:11]2)[c:27]([F:31])[cH:28][cH:29][cH:30]1.[O:52]=[CH:53][N:54]([CH3:55])[CH3:56].[OH:42][n:43]1[c:44]2[c:45]([cH:46][cH:47][cH:48][cH:49]2)[n:50][n:51]1>>[F:1][c:2]1[c:3]([C:4](=[O:5])[NH:6][c:7]2[c:8](-[c:12]3[n:13][c:14]4[c:15]([nH:16]3)[cH:17][c:18]([O:24][CH2:25][CH3:26])[c:19]([C:21](=[O:22])[N:37]3[CH2:32][CH2:33][O:34][CH2:35][CH2:36]3)[cH:20]4)[n:9][nH:10][cH:11]2)[c:27]([F:31])[cH:28][cH:29][cH:30]1. Starting materials: CC(C)(C)OC(=O)N1CCc2c(n(CCOS(C)(=O)=O)c3ccccc23)CC1, CCOC(C)=O, [N-]=[N+]=[N-], [Na+], CN(C)C=O. Yields the product CC(C)(C)OC(=O)N1CCc2c(n(CCN=[N+]=[N-])c3ccccc23)CC1. Reaction SMILES: [CH3:1][S:2]([O:3][CH2:6][CH2:7][n:8]1[c:9]2[c:10]([c:11]3[cH:12][cH:13][cH:14][cH:15][c:16]13)[CH2:17][CH2:18][N:19]([C:22](=[O:23])[O:24][C:25]([CH3:26])([CH3:27])[CH3:28])[CH2:20][CH2:21]2)(=[O:4])=[O:5].[CH3:38][CH2:39][O:40][C:41]([CH3:42])=[O:43].[N-:29]=[N+:30]=[N-:31].[Na+:32].[O:33]=[CH:34][N:35]([CH3:36])[CH3:37]>>[CH2:6]([CH2:7][n:8]1[c:9]2[c:10]([c:11]3[cH:12][cH:13][cH:14][cH:15][c:16]13)[CH2:17][CH2:18][N:19]([C:22](=[O:23])[O:24][C:25]([CH3:26])([CH3:27])[CH3:28])[CH2:20][CH2:21]2)[N:29]=[N+:30]=[N-:31]. The reactants are Cl (HCl), FC(CO)(F)F (2,2,2-trifluoroethanol), ClC=1N=C(C2=C(N1)N(N=N2)CC2=CC=C(C=C2)OC)N2C[C@H](CC2)O ((S)-1-[5-Chloro-3-(4-methoxy-benzyl)-3H-[1,2,3]triazolo[4,5-d]pyrimidin-7-yl]-pyrrolidin-3-ol), [H-].[Na+] (NaH). Run in C1CCOC1 (THF). Run at temperature 100 celsius, time 2 hour. Yields the product COC1=CC=C(CN2N=NC3=C2N=C(N=C3N3C[C@H](CC3)O)OCC(F)(F)F)C=C1 ((S)-1-[3-(4-Methoxy-benzyl)-5-(2,2,2-trifluoro-ethoxy)-3H-[1,2,3]triazolo[4,5-d]pyrimidin-7-yl]-pyrrolidin-3-ol). Reaction SMILES: [F:1][C:2]([F:6])([F:5])[CH2:3][OH:4].[H-].[Na+].Cl[C:10]1[N:11]=[C:12]([N:28]2[CH2:32][CH2:31][C@H:30]([OH:33])[CH2:29]2)[C:13]2[N:18]=[N:17][N:16]([CH2:19][C:20]3[CH:25]=[CH:24][C:23]([O:26][CH3:27])=[CH:22][CH:21]=3)[C:14]=2[N:15]=1.Cl>C1COCC1>[CH3:27][O:26][C:23]1[CH:22]=[CH:21][C:20]([CH2:19][N:16]2[C:14]3[N:15]=[C:10]([O:4][CH2:3][C:2]([F:6])([F:5])[F:1])[N:11]=[C:12]([N:28]4[CH2:32][CH2:31][C@H:30]([OH:33])[CH2:29]4)[C:13]=3[N:18]=[N:17]2)=[CH:25][CH:24]=1 |f:1.2|. Reported procedure: A mixture of 2,2,2-trifluoroethanol (936 mg, 9.35 mmol) in THF was treated with NaH for 1 h at room temperature. (S)-1-[5-Chloro-3-(4-methoxy-benzyl)-3H-[1,2,3]triazolo[4,5-d]pyrimidin-7-yl]-pyrrolidin-3-ol (example 109, c) was added and the mixture was stirred at 100° C. for 2 h. The reaction mixture was poured into 1 M HCl and extracted with EtOAc. The combined organic layers were dried over MgSO4 and concentrated in vacuo to yield the crude title compound which was used in the consecutive ste... Starting materials: C1(=CC=CC=C1)NCC1=C2C(=NC=C1)N(C(=C2)C2=CN(C1=CC(=C(C=C21)OC)OC)C)S(=O)(=O)C2=CC=C(C=C2)C (phenyl[2-(5,6-dimethoxy-1-methyl-1H-indol-3-yl)-1-(toluene-4-sulfonyl)-1H-pyrrolo[2,3-b]pyrid-4-ylmethyl]amine), [OH-].[K+] (potassium hydroxide). Yields the product C1(=CC=CC=C1)NCC1=C2C(=NC=C1)NC(=C2)C2=CN(C1=CC(=C(C=C21)OC)OC)C (phenyl[2-(5,6-dimethoxy-1-methyl-1H-indol-3-yl)-1H-pyrrolo[2,3-b]pyrid-4-ylmethyl]amine). Yield: 11.4%. RXN SMILES: [C:1]1([NH:7][CH2:8][C:9]2[CH:14]=[CH:13][N:12]=[C:11]3[N:15](S(C4C=CC(C)=CC=4)(=O)=O)[C:16]([C:18]4[C:26]5[C:21](=[CH:22][C:23]([O:29][CH3:30])=[C:24]([O:27][CH3:28])[CH:25]=5)[N:20]([CH3:31])[CH:19]=4)=[CH:17][C:10]=23)[CH:6]=[CH:5][CH:4]=[CH:3][CH:2]=1.[OH-].[K+]>>[C:1]1([NH:7][CH2:8][C:9]2[CH:14]=[CH:13][N:12]=[C:11]3[NH:15][C:16]([C:18]4[C:26]5[C:21](=[CH:22][C:23]([O:29][CH3:30])=[C:24]([O:27][CH3:28])[CH:25]=5)[N:20]([CH3:31])[CH:19]=4)=[CH:17][C:10]=23)[CH:2]=[CH:3][CH:4]=[CH:5][CH:6]=1 |f:1.2|. Procedure details: Phenyl[2-(5,6-dimethoxy-1-methyl-1H-indol-3-yl)-1H-pyrrolo[2,3-b]pyrid-4-ylmethyl]amine is prepared as described in Example 179a and, starting with 0.120 g of phenyl[2-(5,6-dimethoxy-1-methyl-1H-indol-3-yl)-1-(toluene-4-sulfonyl)-1H-pyrrolo[2,3-b]pyrid-4-ylmethyl]amine instead of the [2-(5,6-dimethoxy-1-methyl-1H-indol-3-yl)-1-(toluene-4-sulfonyl)-1H-pyrrolo[2,33-b]pyrid-4-ylmethyl](4-trifluoromethylsulfanylbenzyl)amine used in Example 179a, and 0.95 cm3 of 5N potassium hydroxide. 0.010 g of phe... Reactants: NC(CC(C(=O)OCC)C)C1=C(C=CC=C1OC)OC (ethyl 4-amino-4-(2,6-dimethoxyphenyl)-2-methylbutanoate), FC(C(F)F)(OC=1C=C(C=O)C=CC1)F (3-(1,1,2,2-tetrafluoroethoxy)benzaldehyde). Yields the product COC1=C(C(=CC=C1)OC)C1CC(C(N1CC1=CC(=CC=C1)OC(C(F)F)(F)F)=O)C (5-(2,6-dimethoxyphenyl)-3-methyl-1-(3-(1,1,2,2-tetrafluoroethoxy)benzyl)pyrrolidin-2-one). As a reaction SMILES: [NH2:1][CH:2]([C:11]1[C:16]([O:17][CH3:18])=[CH:15][CH:14]=[CH:13][C:12]=1[O:19][CH3:20])[CH2:3][CH:4]([CH3:10])[C:5]([O:7]CC)=O.[F:21][C:22]([F:35])([O:26][C:27]1[CH:28]=[C:29]([CH:32]=[CH:33][CH:34]=1)[CH:30]=O)[CH:23]([F:25])[F:24]>>[CH3:18][O:17][C:16]1[CH:15]=[CH:14][CH:13]=[C:12]([O:19][CH3:20])[C:11]=1[CH:2]1[N:1]([CH2:30][C:29]2[CH:32]=[CH:33][CH:34]=[C:27]([O:26][C:22]([F:21])([F:35])[CH:23]([F:24])[F:25])[CH:28]=2)[C:5](=[O:7])[CH:4]([CH3:10])[CH2:3]1. Reported procedure: Prepared according to the described general procedure 2 (GP2) by reaction of ethyl 4-amino-4-(2,6-dimethoxyphenyl)-2-methylbutanoate with commercially available 3-(1,1,2,2-tetrafluoroethoxy)benzaldehyde. Subsequent purification by preparative HPLC afforded the target compound. LC-MS (conditions A): tR=0.90 min.; [M+H]+: 441.98 g/mol.